Dataset: the Open Reaction Database (ORD), a public repository of structured organic reaction records. Task: describe an organic reaction: reactants, conditions, products, and yield Starting materials: COC(C)c1nc2ccccc2[nH]1, Cn1c(CN2CCC(C(C)(C)O)CC2)nc2c(N3CCOCC3)nc(Cl)nc21. The product is COC(C)c1nc2ccccc2n1-c1nc(N2CCOCC2)c2nc(CN3CCC(C(C)(C)O)CC3)n(C)c2n1. Reaction SMILES: [CH3:29][O:30][CH:31]([CH3:32])[c:33]1[n:34][c:35]2[c:36]([nH:37]1)[cH:38][cH:39][cH:40][cH:41]2.[Cl:1][c:2]1[n:3][c:4]([N:23]2[CH2:24][CH2:25][O:26][CH2:27][CH2:28]2)[c:5]2[n:6][c:7]([CH2:12][N:13]3[CH2:14][CH2:15][CH:16]([C:19]([CH3:20])([CH3:21])[OH:22])[CH2:17][CH2:18]3)[n:8]([CH3:11])[c:9]2[n:10]1>>[c:2]1(-[n:34]2[c:33]([CH:31]([O:30][CH3:29])[CH3:32])[n:37][c:36]3[c:35]2[cH:41][cH:40][cH:39][cH:38]3)[n:3][c:4]([N:23]2[CH2:24][CH2:25][O:26][CH2:27][CH2:28]2)[c:5]2[n:6][c:7]([CH2:12][N:13]3[CH2:14][CH2:15][CH:16]([C:19]([CH3:20])([CH3:21])[OH:22])[CH2:17][CH2:18]3)[n:8]([CH3:11])[c:9]2[n:10]1. Reactants: FC=1C=C(C=CC1)NC1=NNC2=CC=C(C=C12)[N+](=O)[O-] ((3-Fluoro-phenyl)-(5-nitro-1H-indazol-3-yl)-amine). The reagents and catalysts are [Pd] (Pd/C). Run in CO (methanol). The product is FC=1C=C(C=CC1)NC1=NNC2=CC=C(C=C12)N (N3-(3-Fluoro-phenyl)-1H-indazole-3,5-diamine). Reaction SMILES: [F:1][C:2]1[CH:3]=[C:4]([NH:8][C:9]2[C:17]3[C:12](=[CH:13][CH:14]=[C:15]([N+:18]([O-])=O)[CH:16]=3)[NH:11][N:10]=2)[CH:5]=[CH:6][CH:7]=1>CO.[Pd]>[F:1][C:2]1[CH:3]=[C:4]([NH:8][C:9]2[C:17]3[C:12](=[CH:13][CH:14]=[C:15]([NH2:18])[CH:16]=3)[NH:11][N:10]=2)[CH:5]=[CH:6][CH:7]=1. Procedure details: To a solution of (3-Fluoro-phenyl)-(5-nitro-1H-indazol-3-yl)-amine (0.36 g, 1.3 mmol) in methanol (10 ml) was added 10% Pd/C (72 mg). The mixture was allowed to stir at room temperature under H2 atmosphere. After TLC showed the starting material to be consumed, the reaction was passed through a plug of celite. The filtrate was concentrated to give the title compound as an off-white solid. MS (ESI) m/z=243 [M+H]+. Starting materials: COS(=O)(=O)OC, [Na+], [OH-], O, Cc1cc(C)c(O)c(C(=O)O)c1. Yields the product COc1c(C)cc(C)cc1C(=O)O. As a reaction SMILES: [CH3:13][O:14][S:15]([O:16][CH3:17])(=[O:18])=[O:19].[Na+:21].[OH-:20].[OH2:22].[OH:1][c:2]1[c:3]([C:4](=[O:5])[OH:6])[cH:7][c:8]([CH3:12])[cH:9][c:10]1[CH3:11]>>[O:1]([c:2]1[c:3]([C:4](=[O:5])[OH:6])[cH:7][c:8]([CH3:12])[cH:9][c:10]1[CH3:11])[CH3:13]. Reactants: FC1=C(C(=CC=C1)F)C1=NC2=C(C=3C=CC(=CC13)C=O)N(N=C2NC2CCN(CC2)S(=O)(=O)C)COCC[Si](C)(C)C (5-(2,6-difluorophenyl)-3-{[1-(methylsulphonyl)piperidin-4-yl]amino}-1-{[2-(trimethylsilyl)ethoxy]methyl}-1H-pyrazolo[4,3-c]isoquinoline-7-carbaldehyde), Cl.NO (hydroxylamine hydrochloride). Solvent: CCOC(=O)C (AcOEt), N1=CC=CC=C1 (pyridine). Run at time 64 hour. Product: FC1=C(C(=CC=C1)F)C1=NC2=C(C=3C=CC(=CC13)C=NO)N(N=C2NC2CCN(CC2)S(=O)(=O)C)COCC[Si](C)(C)C (5-(2,6-difluorophenyl)-3-{[1-(methylsulphonyl)piperidin-4-yl]amino}-1-{[2-(trimethylsilyl)ethoxy]methyl}-1H-pyrazolo[4,3-c]isoquinoline-7-carbaldehyde oxime). Isolated yield 85.1%. RXN SMILES: [F:1][C:2]1[CH:7]=[CH:6][CH:5]=[C:4]([F:8])[C:3]=1[C:9]1[C:18]2[CH:17]=[C:16]([CH:19]=O)[CH:15]=[CH:14][C:13]=2[C:12]2[N:21]([CH2:35][O:36][CH2:37][CH2:38][Si:39]([CH3:42])([CH3:41])[CH3:40])[N:22]=[C:23]([NH:24][CH:25]3[CH2:30][CH2:29][N:28]([S:31]([CH3:34])(=[O:33])=[O:32])[CH2:27][CH2:26]3)[C:11]=2[N:10]=1.Cl.[NH2:44][OH:45]>N1C=CC=CC=1.CCOC(C)=O>[F:8][C:4]1[CH:5]=[CH:6][CH:7]=[C:2]([F:1])[C:3]=1[C:9]1[C:18]2[CH:17]=[C:16]([CH:19]=[N:44][OH:45])[CH:15]=[CH:14][C:13]=2[C:12]2[N:21]([CH2:35][O:36][CH2:37][CH2:38][Si:39]([CH3:41])([CH3:42])[CH3:40])[N:22]=[C:23]([NH:24][CH:25]3[CH2:26][CH2:27][N:28]([S:31]([CH3:34])(=[O:33])=[O:32])[CH2:29][CH2:30]3)[C:11]=2[N:10]=1 |f:1.2|. Procedure: A 100 ml round-bottomed flask equipped with a magnetic stirrer and with a septum having a top-mounted argon intake is charged with 211 mg of 5-(2,6-difluorophenyl)-3-{[1-(methylsulphonyl)piperidin-4-yl]amino}-1-{[2-(trimethylsilyl)ethoxy]methyl}-1H-pyrazolo[4,3-c]isoquinoline-7-carbaldehyde in 8.5 ml of pyridine, 36 mg of hydroxylamine hydrochloride are added, and the mixture is stirred at RT for 64 h. It is concentrated under RP and the solid obtained is taken up in AcOEt, washed with a 1M aque... Reactants: OCC=1NC=2N=CN=CC2N1 (2-hydroxymethyl-3H-imidazo[5,4-d]pyrimidine), [Si](C)(C)(C(C)(C)C)Cl (t-butyldimethylsilyl chloride), N1C=NC=C1 (imidazole), CN(C=O)C (dimethylformamide). Solvent: O (water). Reaction conditions: time 1 hour. Product: [Si](C)(C)(C(C)(C)C)OCC=1NC=2N=CN=CC2N1 (2-t-Butyldimethylsilyloxymethyl-3H-imidazo[5,4-d]pyrimidine). Isolated yield 59.3%. As a reaction SMILES: [OH:1][CH2:2][C:3]1[NH:4][C:5]2[N:6]=[CH:7][N:8]=[CH:9][C:10]=2[N:11]=1.[Si:12](Cl)([C:15]([CH3:18])([CH3:17])[CH3:16])([CH3:14])[CH3:13].N1C=CN=C1.CN(C)C=O>O>[Si:12]([O:1][CH2:2][C:3]1[NH:4][C:5]2[N:6]=[CH:7][N:8]=[CH:9][C:10]=2[N:11]=1)([C:15]([CH3:18])([CH3:17])[CH3:16])([CH3:14])[CH3:13]. Reported procedure: A mixture of 1.81 g of 2-hydroxymethyl-3H-imidazo[5,4-d]pyrimidine (prepared as described in Preparation 48), 2.71 g of t-butyldimethylsilyl chloride, 2.45 g of imidazole and 100 ml of dimethylformamide was stirred at room temperature for 1 hour. At the end of this time, the reaction mixture was freed from dimethylformamide by distillation under reduced pressure. The residue thus obtained was diluted with water, after which it was extracted with ethyl acetate. The extract was washed with an aque... Starting materials: Cl (hydrochloric acid), ClC1=C(C=C(C=C1)N1C(N(C(=CC1=O)C(F)(F)F)C)=O)C=NOCC (3-(4-chloro-3-ethoxyiminomethylphenyl)-1-methyl-6-trifluoromethyl-1,2,3,4-tetrahydropyrimidine-2,4-dione). The solvent is C(C)O (ethanol). Reaction conditions: time 4 hour. Product: ClC1=C(C=C(C=C1)N1C(N(C(=CC1=O)C(F)(F)F)C)=O)CNOCC (3-(4-Chloro-3-ethoxyaminomethylphenyl)-1-methyl-6-trifluoromethyl-1,2,3,4-tetrahydropyrimidine-2,4-dione). RXN SMILES: Cl.[Cl:2][C:3]1[CH:8]=[CH:7][C:6]([N:9]2[C:14](=[O:15])[CH:13]=[C:12]([C:16]([F:19])([F:18])[F:17])[N:11]([CH3:20])[C:10]2=[O:21])=[CH:5][C:4]=1[CH:22]=[N:23][O:24][CH2:25][CH3:26]>C(O)C>[Cl:2][C:3]1[CH:8]=[CH:7][C:6]([N:9]2[C:14](=[O:15])[CH:13]=[C:12]([C:16]([F:19])([F:17])[F:18])[N:11]([CH3:20])[C:10]2=[O:21])=[CH:5][C:4]=1[CH2:22][NH:23][O:24][CH2:25][CH3:26]. Procedure details: Borane-pyridine complex (3 ml) and 10-percent hydrochloric acid (30 ml) were added dropwise in succession at 0° C. to a solution of 3-(4-chloro-3-ethoxyiminomethylphenyl)-1-methyl-6-trifluoromethyl-1,2,3,4-tetrahydropyrimidine-2,4-dione (3.8 g) in 40 ml of ethanol. In the course of 16 hours, another 12 ml of boranepyridine complex were added. The solution was subsequently stirred for 4 hours at reflux temperature, whereupon the solvent was distilled off. The residue was taken up in 200 ml of dic... Starting materials: ClC=1C2=C(C(=NN1)N1[C@@H](CN(CC1)C(=O)C1=CC=CC=C1)C)C=CC=N2 ((R)-(4-(8-chloropyrido[3,2-d]pyridazin-5-yl)-3-methylpiperazin-1-yl)(phenyl)methanone), C1(=CC=CC=C1)B(O)O (phenylboronic acid), C([O-])([O-])=O.[Na+].[Na+] (sodium carbonate). The reagents and catalysts are C=1C=CC(=CC1)[P](C=2C=CC=CC2)(C=3C=CC=CC3)[Pd]([P](C=4C=CC=CC4)(C=5C=CC=CC5)C=6C=CC=CC6)([P](C=7C=CC=CC7)(C=8C=CC=CC8)C=9C=CC=CC9)[P](C=1C=CC=CC1)(C=1C=CC=CC1)C=1C=CC=CC1 (tetrakis(triphenylphosphine)palladium). The product is C[C@@H]1CN(CCN1C1=NN=C(C2=C1C=CC=N2)C2=CC=CC=C2)C(=O)C2=CC=CC=C2 ((R)-(3-methyl-4-(8-phenylpyrido[3,2-d]pyridazin-5-yl)piperazin-1-yl)(phenyl)methanone). The yield is 76.6%. Reaction SMILES: Cl[C:2]1[C:3]2[N:26]=[CH:25][CH:24]=[CH:23][C:4]=2[C:5]([N:8]2[CH2:13][CH2:12][N:11]([C:14]([C:16]3[CH:21]=[CH:20][CH:19]=[CH:18][CH:17]=3)=[O:15])[CH2:10][C@H:9]2[CH3:22])=[N:6][N:7]=1.[C:27]1(B(O)O)[CH:32]=[CH:31][CH:30]=[CH:29][CH:28]=1.C(=O)([O-])[O-].[Na+].[Na+]>C1C=CC([P]([Pd]([P](C2C=CC=CC=2)(C2C=CC=CC=2)C2C=CC=CC=2)([P](C2C=CC=CC=2)(C2C=CC=CC=2)C2C=CC=CC=2)[P](C2C=CC=CC=2)(C2C=CC=CC=2)C2C=CC=CC=2)(C2C=CC=CC=2)C2C=CC=CC=2)=CC=1>[CH3:22][C@H:9]1[N:8]([C:5]2[C:4]3[CH:23]=[CH:24][CH:25]=[N:26][C:3]=3[C:2]([C:27]3[CH:32]=[CH:31][CH:30]=[CH:29][CH:28]=3)=[N:7][N:6]=2)[CH2:13][CH2:12][N:11]([C:14]([C:16]2[CH:21]=[CH:20][CH:19]=[CH:18][CH:17]=2)=[O:15])[CH2:10]1 |f:2.3.4,^1:45,47,66,85|. Procedure details: Using methods described in Example 6, and starting with (R)-(4-(8-chloropyrido[3,2-d]pyridazin-5-yl)-3-methylpiperazin-1-yl)(phenyl)methanone 80 (68 mg, 185 μmol), tetrakis(triphenylphosphine)palladium (11 mg, 9 μmol), phenylboronic acid (34 mg, 277 μmol), and 2 M sodium carbonate (185 μl, 370 μmol) yielded (R)-(3-methyl-4-(8-phenylpyrido[3,2-d]pyridazin-5-yl)piperazin-1-yl)(phenyl)methanone 81 (58 mg, 77% yield) after chromatographic purification. MS 409.2 (calc'd) 410.2 (M+H, found).